Dataset: the Open Reaction Database (ORD), a public repository of structured organic reaction records. Task: describe an organic reaction: reactants, conditions, products, and yield The reactants are Cc1ccccc1, CCC(Oc1cc(C)cc(C)c1)C(=O)O, CN(C)C=O, O=C(Cl)Cl. Yields the product CCC(Oc1cc(C)cc(C)c1)C(=O)Cl. RXN SMILES: [CH3:16][c:17]1[cH:18][cH:19][cH:20][cH:21][cH:22]1.[CH3:1][c:2]1[cH:3][c:4]([O:5][CH:6]([C:7](=[O:8])[OH:9])[CH2:10][CH3:11])[cH:12][c:13]([CH3:15])[cH:14]1.[CH3:27][N:28]([CH3:29])[CH:30]=[O:31].[Cl:23][C:24](=[O:25])[Cl:26]>>[CH3:1][c:2]1[cH:3][c:4]([O:5][CH:6]([C:7](=[O:8])[Cl:23])[CH2:10][CH3:11])[cH:12][c:13]([CH3:15])[cH:14]1. The reactants are CN1C(=CC=C1)CC1=CC=C(C=C1)[N+](=O)[O-] (4-(1-Methylpyrrol-2-ylmethyl)nitrobenzene). Reagents/catalysts: [Pd] (Pd/C). The solvent is C(C)(=O)OCC (ethyl acetate). Yields the product CN1C(=CC=C1)CC1=CC=C(N)C=C1 (4-(1-methylpyrrol-2-yl-methyl)aniline). Yield: 99.9%. RXN SMILES: [CH3:1][N:2]1[CH:6]=[CH:5][CH:4]=[C:3]1[CH2:7][C:8]1[CH:13]=[CH:12][C:11]([N+:14]([O-])=O)=[CH:10][CH:9]=1>C(OCC)(=O)C.[Pd]>[CH3:1][N:2]1[CH:6]=[CH:5][CH:4]=[C:3]1[CH2:7][C:8]1[CH:9]=[CH:10][C:11]([NH2:14])=[CH:12][CH:13]=1. Procedure: 4-(1-Methylpyrrol-2-ylmethyl)nitrobenzene (500 mg, 2.31 mmol) [prepared as described in Example 21, Step (b)], was dissolved in ethyl acetate and subjected to hydrogenation over 5% Pd/C (50 mg) at ambient temperature and atmospheric pressure. After 3 h the mixture was filtered and the filtrate was concentrated to give 4-(1-methylpyrrol-2-yl-methyl)aniline (430 mg, 100%) as a yellow oil. ##STR63## Reactants: ClC1=C(C=CC(=C1)Cl)S (2,4-dichloro-benzenethiol), BrC1=C(C=CC(=C1)F)I (2-bromo-4-fluoro-1-iodo-benzene). The product is BrC1=C(C=CC(=C1)F)SC1=C(C=C(C=C1)Cl)Cl (1-Bromo-2-(2,4-dichloro-phenylsulfanyl)-5-fluoro-benzene). Reaction SMILES: [Cl:1][C:2]1[CH:7]=[C:6]([Cl:8])[CH:5]=[CH:4][C:3]=1[SH:9].[Br:10][C:11]1[CH:16]=[C:15]([F:17])[CH:14]=[CH:13][C:12]=1I>>[Br:10][C:11]1[CH:16]=[C:15]([F:17])[CH:14]=[CH:13][C:12]=1[S:9][C:3]1[CH:4]=[CH:5][C:6]([Cl:8])=[CH:7][C:2]=1[Cl:1]. Procedure details: Prepared from 2,4-dichloro-benzenethiol and 2-bromo-4-fluoro-1-iodo-benzene.